From a dataset of the Open Reaction Database (ORD), a public repository of structured organic reaction records. describe an organic reaction: reactants, conditions, products, and yield Starting materials: N1=CC=CC=C1 (pyridine), C(C1=CC=CC=C1)(=O)Cl (benzoyl chloride), COC(C1C(C(=C(C(=C1)N1C=CC=C1)SC1=CC=CC=C1)N)=S(=O)=O)=O (3-amino-4-phenylthio-5-pyrrol-1-yl-sulfonylbenzoic acid methyl ester). The solvent is O1CCOCC1 (dioxane), CC(=O)C (acetone), C(Cl)Cl (methylene chloride). Run at temperature 40 celsius. The product is COC(C1C(C(=C(C(=C1)N1C=CC=C1)SC1=CC=CC=C1)NC(C1=CC=CC=C1)=O)=S(=O)=O)=O (3-Benzoylamino-4-phenylthio-5-pyrrol-1-yl-sulfonylbenzoic acid methyl ester). The yield is 59.0%. Reaction SMILES: N1C=CC=CC=1.[C:7](Cl)(=[O:14])[C:8]1[CH:13]=[CH:12][CH:11]=[CH:10][CH:9]=1.[CH3:16][O:17][C:18](=[O:41])[CH:19]1[CH:24]=[C:23]([N:25]2[CH:29]=[CH:28][CH:27]=[CH:26]2)[C:22]([S:30][C:31]2[CH:36]=[CH:35][CH:34]=[CH:33][CH:32]=2)=[C:21]([NH2:37])[C:20]1=[S:38](=[O:40])=[O:39]>CC(C)=O.O1CCOCC1.C(Cl)Cl>[CH3:16][O:17][C:18](=[O:41])[CH:19]1[CH:24]=[C:23]([N:25]2[CH:26]=[CH:27][CH:28]=[CH:29]2)[C:22]([S:30][C:31]2[CH:32]=[CH:33][CH:34]=[CH:35][CH:36]=2)=[C:21]([NH:37][C:7](=[O:14])[C:8]2[CH:13]=[CH:12][CH:11]=[CH:10][CH:9]=2)[C:20]1=[S:38](=[O:40])=[O:39]. Procedure details: 1.4 ml of pyridine, and a solution of 7.2 g of benzoyl chloride in 30 ml of acetone, are added to 5 g of 3-amino-4-phenylthio-5-pyrrol-1-yl-sulfonylbenzoic acid methyl ester, dissolved in 25 ml of anhydrous dioxane, and the mixture is stirred at room temperature and subsequently at 40° C. The solvent is stripped off under reduced pressure, the residue is taken up in methylene chloride and the solution is washed with dilute sodium bicarbonate solution. After drying the solution over sodium sulfat... Starting materials: CC(=O)Cl, Cl, NCC1OC(n2cc(C=CBr)c(=O)[nH]c2=O)CC1O, CN(C)C=O, c1ccncc1. The product is CC(=O)NCC1OC(n2cc(C=CBr)c(=O)[nH]c2=O)CC1O. As a reaction SMILES: [CH3:26][C:27]([Cl:28])=[O:29].[ClH:30].[NH2:1][CH2:2][CH:3]1[CH:4]([OH:19])[CH2:5][CH:6]([n:8]2[c:9](=[O:10])[nH:11][c:12](=[O:13])[c:14]([CH:16]=[CH:17][Br:18])[cH:15]2)[O:7]1.[O:31]=[CH:32][N:33]([CH3:34])[CH3:35].[cH:20]1[cH:21][cH:22][n:23][cH:24][cH:25]1>>[NH:1]([CH2:2][CH:3]1[CH:4]([OH:19])[CH2:5][CH:6]([n:8]2[c:9](=[O:10])[nH:11][c:12](=[O:13])[c:14]([CH:16]=[CH:17][Br:18])[cH:15]2)[O:7]1)[C:27]([CH3:26])=[O:29]. The reactants are CCOC(=O)/N=N/C(=O)OCC (diethylazodicarboxylate), O1C(CCCC1)OC\C=C/CO (cis-4-tetrahydropyranyloxy-2-butene-1-ol), C1(=CC=CC=C1)P(C1=CC=CC=C1)C1=CC=CC=C1 (triphenyl phosphine), C1(C=2C(C(N1)=O)=CC=CC2)=O (phthalimide). Run in O1CCCC1 (tetrahydrofuran). Run at time 12 hour. The product is C1(C=2C(C(N1C\C=C/COC1OCCCC1)=O)=CC=CC2)=O (CIS-1-PHTHALIMIDO-4-TETRAHYDROPYRANYLOXY-2-BUTENE). Yield: 63.1%. As a reaction SMILES: CCOC(/N=N/C(OCC)=O)=O.[O:13]1[CH2:18][CH2:17][CH2:16][CH2:15][CH:14]1[O:19][CH2:20]/[CH:21]=[CH:22]\[CH2:23]O.C1(P(C2C=CC=CC=2)C2C=CC=CC=2)C=CC=CC=1.[C:44]1(=[O:54])[NH:48][C:47](=[O:49])[C:46]2=[CH:50][CH:51]=[CH:52][CH:53]=[C:45]12>O1CCCC1>[C:44]1(=[O:54])[N:48]([CH2:23]/[CH:22]=[CH:21]\[CH2:20][O:19][CH:14]2[CH2:15][CH2:16][CH2:17][CH2:18][O:13]2)[C:47](=[O:49])[C:46]2=[CH:50][CH:51]=[CH:52][CH:53]=[C:45]12. Procedure: Under a nitrogen atmosphere diethylazodicarboxylate (1.6 ml, 10 mmol) was added to a cooled (0° C.) solution of cis-4-tetrahydropyranyloxy-2-butene-1-ol (1.7 g, 10 mmol), triphenyl phosphine (2.2 g, 10 mmol) and phthalimide (1.47 g, 10 mmol) in anhydrous tetrahydrofuran (50 ml). When the addition was completed (5 min) the reaction mixture was allowed to warm at room temperature and was stirred 12 h. Then the mixture was concentrated in vacuo, diluted with ethyl acetate (200 ml) and washed with b... Starting materials: Brc1cccc2[nH]ncc12, CSc1nccc(Cl)n1, [H-], [Na+], CN(C)C=O. The product is CSc1nccc(-n2ncc3c(Br)cccc32)n1. RXN SMILES: [Br:1][c:2]1[c:3]2[cH:4][n:5][nH:6][c:7]2[cH:8][cH:9][cH:10]1.[Cl:13][c:14]1[n:15][c:16]([S:20][CH3:21])[n:17][cH:18][cH:19]1.[H-:12].[Na+:11].[O:22]=[CH:23][N:24]([CH3:25])[CH3:26]>>[Br:1][c:2]1[c:3]2[cH:4][n:5][n:6](-[c:14]3[n:15][c:16]([S:20][CH3:21])[n:17][cH:18][cH:19]3)[c:7]2[cH:8][cH:9][cH:10]1.